From a dataset of the Open Reaction Database (ORD), a public repository of structured organic reaction records. describe an organic reaction: reactants, conditions, products, and yield Starting materials: solid, BrC1=CC(=CC=2C=C3N(C12)CCNC3=O)C#N (6-bromo-1-oxo-1,2,3,4-tetrahydro-pyrazino[1,2-a]indole-8-carbonitrile), BrC1=CC(=CC=2C=C3N(C12)CCNC3=O)C#N (6-bromo-1-oxo-1,2,3,4-tetrahydro-pyrazino[1,2-a]indole-8-carbonitrile), ClC1=CC=C(C=N1)B(O)O (6-chloro-pyridin-3-ylboronic acid). The product is ClC1=CC=C(C=N1)C1=CC(=CC=2C=C3N(C12)CCNC3=O)C#N (6-(6-Chloropyridin-3-yl)-1-oxo-3,4-dihydro-2H-pyrazino[1,2-a]indole-8-carbonitrile). As a reaction SMILES: Br[C:2]1[C:10]2[N:9]3[CH2:11][CH2:12][NH:13][C:14](=[O:15])[C:8]3=[CH:7][C:6]=2[CH:5]=[C:4]([C:16]#[N:17])[CH:3]=1.[Cl:18][C:19]1[N:24]=[CH:23][C:22](B(O)O)=[CH:21][CH:20]=1>>[Cl:18][C:19]1[N:24]=[CH:23][C:22]([C:2]2[C:10]3[N:9]4[CH2:11][CH2:12][NH:13][C:14](=[O:15])[C:8]4=[CH:7][C:6]=3[CH:5]=[C:4]([C:16]#[N:17])[CH:3]=2)=[CH:21][CH:20]=1. Reported procedure: The title compound, off-white solid (62 mg, 77%), MS (ISN) m/z=323.5 [(M+H)+], mp 300.5° C., was prepared in accordance with the general method of example 1 from 6-bromo-1-oxo-1,2,3,4-tetrahydro-pyrazino[1,2-a]indole-8-carbonitrile (intermediate 15) (72.5 mg, 0.25 mmol) and commercially available 6-chloro-pyridin-3-ylboronic acid (51.1 mg, 0.325 mmol). Reactants: C(C)(C)C1=NC(=C(C(=C1C(=O)OCC)C1=C(C=CC=C1)C#C)C=CCCC)C(C)C (Ethyl 2,6-diisopropyl-4-(2-ethynylphenyl)-5(pent-1-enyl)-pyridine-3-carboxylate). Run in C(C)(=O)OCC.CCCCCC (ethyl acetate n-hexane). The product is C(C)(C)C1=NC(=C(C(=C1CO)C1=C(C=CC=C1)C#C)C=CCCC)C(C)C (2,6-Diisopropyl-3-hydroxymethyl-4-(2-ethynylphenyl)-5-(pent-1-enyl)pyridine). RXN SMILES: [CH:1]([C:4]1[C:9]([C:10](OCC)=[O:11])=[C:8]([C:15]2[CH:20]=[CH:19][CH:18]=[CH:17][C:16]=2[C:21]#[CH:22])[C:7]([CH:23]=[CH:24][CH2:25][CH2:26][CH3:27])=[C:6]([CH:28]([CH3:30])[CH3:29])[N:5]=1)([CH3:3])[CH3:2]>C(OCC)(=O)C.CCCCCC>[CH:1]([C:4]1[C:9]([CH2:10][OH:11])=[C:8]([C:15]2[CH:20]=[CH:19][CH:18]=[CH:17][C:16]=2[C:21]#[CH:22])[C:7]([CH:23]=[CH:24][CH2:25][CH2:26][CH3:27])=[C:6]([CH:28]([CH3:29])[CH3:30])[N:5]=1)([CH3:3])[CH3:2] |f:1.2|. Reported procedure: The title compound was prepared from the intermediate obtained in Step D by the procedure described in Example 125, Step F. 1H NMR (300 MHz, CDCl3) (reported as a mixture of olefin isomers): δ 0.81 (t, J=7.4 Hz, 3 H), 1.0-1.40 (m, 15 H), 1.75 (m, 2 H), 2.98 (d, J=3.3 Hz, 1 H), 3.20-3.60 (m, 2 H), 4.20-4.50 (m, 2 H), 5.40 (m, 1 H), 6.0 (m, 1 H), 7.0-7.60 (m, 4 H). Rf=0.23 (10% ethyl acetate/n-hexane). The reactants are CCO, CCOC(=O)Cc1ccccc1[N+](=O)[O-]. The product is CCOC(=O)Cc1ccccc1N. Reaction SMILES: [CH3:16][CH2:17][OH:18].[N+:1]([O-:2])(=[O:3])[c:4]1[c:5]([CH2:10][C:11](=[O:12])[O:13][CH2:14][CH3:15])[cH:6][cH:7][cH:8][cH:9]1>>[NH2:1][c:4]1[c:5]([CH2:10][C:11](=[O:12])[O:13][CH2:14][CH3:15])[cH:6][cH:7][cH:8][cH:9]1. Starting materials: O=[N+]([O-])O, N=C(N)N, O=C1CC(c2ccc(Cl)c(NC(=O)C(F)(F)F)c2)CN1, O=S(=O)(O)O. Yields the product O=C1CC(c2cc(NC(=O)C(F)(F)F)c(Cl)cc2[N+](=O)[O-])CN1. Reaction SMILES: [N+:21](=[O:22])([OH:23])[O-:24].[NH2:25][C:26]([NH2:27])=[NH:28].[O:1]=[C:2]1[CH2:3][CH:4]([c:7]2[cH:8][cH:9][c:10]([Cl:20])[c:11]([NH:13][C:14]([C:15]([F:16])([F:17])[F:18])=[O:19])[cH:12]2)[CH2:5][NH:6]1.[S:29](=[O:30])(=[O:31])([OH:32])[OH:33]>>[O:1]=[C:2]1[CH2:3][CH:4]([c:7]2[c:8]([N+:21](=[O:22])[O-:23])[cH:9][c:10]([Cl:20])[c:11]([NH:13][C:14]([C:15]([F:16])([F:17])[F:18])=[O:19])[cH:12]2)[CH2:5][NH:6]1. Starting materials: O (water), N#CBr (cyanogen bromide), C(C1=CC=CC=C1)NC1=C(C=CC(=C1[N+](=O)[O-])OC)OC (2-Benzylamino-3-nitro-1,4-dimethoxybenzene). The reagents and catalysts are [Pt]=O (platinum oxide). The solvent is CO (methanol). The product is NC1=NC2=C(N1CC1=CC=CC=C1)C(=CC=C2OC)OC (2-Amino-1-benzyl-4,7-dimethoxybenzimidazole). As a reaction SMILES: [CH2:1]([NH:8][C:9]1[C:14]([N+:15]([O-])=O)=[C:13]([O:18][CH3:19])[CH:12]=[CH:11][C:10]=1[O:20][CH3:21])[C:2]1[CH:7]=[CH:6][CH:5]=[CH:4][CH:3]=1.O.[N:23]#[C:24]Br>CO.[Pt]=O>[NH2:23][C:24]1[N:8]([CH2:1][C:2]2[CH:7]=[CH:6][CH:5]=[CH:4][CH:3]=2)[C:9]2[C:10]([O:20][CH3:21])=[CH:11][CH:12]=[C:13]([O:18][CH3:19])[C:14]=2[N:15]=1. Reported procedure: 2-Benzylamino-3-nitro-1,4-dimethoxybenzene (10.0 g, 0.03 mole) is suspended in methanol and hydrogenated in the presence of platinum oxide catalyst at 50 psi for about twelve hours. After this time the solution changes color from red to colorless. The methanol is then removed in vacuo. To the residue is added approximately 250 ml water and 3.50 g (0.03 mole) of cyanogen bromide. The flask containing this mixture is stoppered, shaken, and stirred overnight at room temperature. After treatment wit...